Dataset: the Open Reaction Database (ORD), a public repository of structured organic reaction records. Task: describe an organic reaction: reactants, conditions, products, and yield Starting materials: Cl, O=C1Nc2ccc(OC(F)(F)F)cc2C1=O, [Na+], [OH-], OO. Product: Nc1ccc(OC(F)(F)F)cc1C(=O)O. RXN SMILES: [ClH:19].[F:1][C:2]([O:3][c:4]1[cH:5][c:6]2[c:10]([cH:11][cH:12]1)[NH:9][C:8](=[O:13])[C:7]2=[O:14])([F:15])[F:16].[Na+:21].[OH-:20].[OH:17][OH:18]>>[F:1][C:2]([O:3][c:4]1[cH:5][c:6]([C:7]([OH:14])=[O:17])[c:10]([NH2:9])[cH:11][cH:12]1)([F:15])[F:16]. The reactants are CCN=C=NCCCN(C)C, CC#N, Cl, NC(Cc1cccc(OC(F)(F)C(F)F)c1)C(O)c1ccnc(F)c1, O, On1nnc2ccccc21, O=C(O)c1cccc2c1C=CCCC2. The product is O=C(NC(Cc1cccc(OC(F)(F)C(F)F)c1)C(O)c1ccnc(F)c1)c1cccc2c1C=CCCC2. Reaction SMILES: [CH2:41]([N:42]=[C:43]=[N:44][CH2:45][CH2:46][CH2:47][N:48]([CH3:49])[CH3:50])[CH3:51].[CH3:62][C:63]#[N:64].[ClH:40].[NH2:1][CH:2]([CH:3]([OH:4])[c:5]1[cH:6][c:7]([F:11])[n:8][cH:9][cH:10]1)[CH2:12][c:13]1[cH:14][c:15]([O:19][C:20]([CH:21]([F:22])[F:23])([F:24])[F:25])[cH:16][cH:17][cH:18]1.[OH2:65].[OH:52][n:53]1[c:54]2[cH:55][cH:56][cH:57][cH:58][c:59]2[n:60][n:61]1.[c:26]1([C:37](=[O:38])[OH:39])[cH:27][cH:28][cH:29][c:30]2[c:31]1[CH:32]=[CH:33][CH2:34][CH2:35][CH2:36]2>>[NH:1]([CH:2]([CH:3]([OH:4])[c:5]1[cH:6][c:7]([F:11])[n:8][cH:9][cH:10]1)[CH2:12][c:13]1[cH:14][c:15]([O:19][C:20]([CH:21]([F:22])[F:23])([F:24])[F:25])[cH:16][cH:17][cH:18]1)[C:37]([c:26]1[cH:27][cH:28][cH:29][c:30]2[c:31]1[CH:32]=[CH:33][CH2:34][CH2:35][CH2:36]2)=[O:38].